This data is from the Open Reaction Database (ORD), a public repository of structured organic reaction records. The task is: describe an organic reaction: reactants, conditions, products, and yield Reactants: FC(C=1C=C(C(=O)N2CCC3(C(CNC3=O)C3=CC=CC=C3)CC2)C=C(C1)C(F)(F)F)(F)F ((rac)-8-(3,5-bis-trifluoromethyl-benzoyl)-4-phenyl-2,8-diaza-spiro[4.5]decan-1-one), ClCCN1CCOCC1 (4-(2-chloroethyl)-morpholine). The product is FC(C=1C=C(C(=O)N2CCC3(C(CN(C3=O)CCN3CCOCC3)C3=CC=CC=C3)CC2)C=C(C1)C(F)(F)F)(F)F ((rac)-8-(3,5-Bis-trifluoromethyl-benzoyl)-2-(2-morpholin-4-yl-ethyl)-4-phenyl-2,8-diaza-spiro[4.5]decan-1-one). Reaction SMILES: [F:1][C:2]([F:33])([F:32])[C:3]1[CH:4]=[C:5]([CH:25]=[C:26]([C:28]([F:31])([F:30])[F:29])[CH:27]=1)[C:6]([N:8]1[CH2:24][CH2:23][C:11]2([C:15](=[O:16])[NH:14][CH2:13][CH:12]2[C:17]2[CH:22]=[CH:21][CH:20]=[CH:19][CH:18]=2)[CH2:10][CH2:9]1)=[O:7].Cl[CH2:35][CH2:36][N:37]1[CH2:42][CH2:41][O:40][CH2:39][CH2:38]1>>[F:31][C:28]([F:29])([F:30])[C:26]1[CH:25]=[C:5]([CH:4]=[C:3]([C:2]([F:1])([F:32])[F:33])[CH:27]=1)[C:6]([N:8]1[CH2:9][CH2:10][C:11]2([C:15](=[O:16])[N:14]([CH2:35][CH2:36][N:37]3[CH2:42][CH2:41][O:40][CH2:39][CH2:38]3)[CH2:13][CH:12]2[C:17]2[CH:18]=[CH:19][CH:20]=[CH:21][CH:22]=2)[CH2:23][CH2:24]1)=[O:7]. Reported procedure: The title compound, MS: m/e=584.1 (M+H+), was prepared in accordance with the general method of example 99 from (rac)-8-(3,5-bis-trifluoromethyl-benzoyl)-4-phenyl-2,8-diaza-spiro[4.5]decan-1-one and 4-(2-chloroethyl)-morpholine. Reactants: OC1=CC(=C(C(=C1)C)C1=CC(=CC=C1C)C(=O)OC)C (methyl 4′-hydroxy-2′,6,6′-trimethylbiphenyl-3-carboxylate), O1CC12CCSCC2 (1-oxa-6-thiaspiro[2.5]octane), C([O-])([O-])=O.[K+].[K+] (potassium carbonate). The solvent is [Cl-].[Na+].O (Brine), CN(C=O)C (N,N-dimethylformamide). Reaction conditions: temperature 100 celsius, time 8 hour. Yields the product OC1(CCSCC1)COC1=CC(=C(C(=C1)C)C1=CC(=CC=C1C)C(=O)OC)C (methyl 4′-[(4-hydroxytetrahydro-2H-thiopyran-4-yl)methoxy]-2′,6,6′-trimethylbiphenyl-3-carboxylate). Isolated yield 64.4%. RXN SMILES: [OH:1][C:2]1[CH:7]=[C:6]([CH3:8])[C:5]([C:9]2[C:14]([CH3:15])=[CH:13][CH:12]=[C:11]([C:16]([O:18][CH3:19])=[O:17])[CH:10]=2)=[C:4]([CH3:20])[CH:3]=1.[O:21]1[C:23]2([CH2:28][CH2:27][S:26][CH2:25][CH2:24]2)[CH2:22]1.C(=O)([O-])[O-].[K+].[K+]>CN(C)C=O.[Cl-].[Na+].O>[OH:21][C:23]1([CH2:22][O:1][C:2]2[CH:7]=[C:6]([CH3:8])[C:5]([C:9]3[C:14]([CH3:15])=[CH:13][CH:12]=[C:11]([C:16]([O:18][CH3:19])=[O:17])[CH:10]=3)=[C:4]([CH3:20])[CH:3]=2)[CH2:28][CH2:27][S:26][CH2:25][CH2:24]1 |f:2.3.4,6.7.8|. Procedure: To a solution of methyl 4′-hydroxy-2′,6,6′-trimethylbiphenyl-3-carboxylate (199 mg, 0.74 mmol) and 1-oxa-6-thiaspiro[2.5]octane (116 mg, 0.89 mmol) in N,N-dimethylformamide (2.5 mL) was added potassium carbonate (123 mg, 0.89 mmol) and the mixture was stirred overnight at 100° C. Brine was added to the reaction mixture, and the mixture was extracted with ethyl acetate. The extract was dried over anhydrous sodium sulfate, and concentrated under reduced pressure. The residue was purified by silica... The reactants are C([O-])([O-])=O.[Na+].[Na+] (sodium carbonate), ClC=1C=C2C(=CNC2=CC1)CCNC(C1=CC=C(C=C1)I)=O (N-(2-(5-chloro-1H-indol-3-yl)ethyl)-4-iodobenzamide), FC=1C=C(C=CC1)B(O)O (3-fluorophenylboronic acid). The reagents and catalysts are C=1C=CC(=CC1)[P](C=2C=CC=CC2)(C=3C=CC=CC3)[Pd]([P](C=4C=CC=CC4)(C=5C=CC=CC5)C=6C=CC=CC6)([P](C=7C=CC=CC7)(C=8C=CC=CC8)C=9C=CC=CC9)[P](C=1C=CC=CC1)(C=1C=CC=CC1)C=1C=CC=CC1 (tetrakis(triphenylphosphine)palladium). Solvent: C(OC)COC (dimethoxyethane), O (water). Product: eluent, ClC=1C=C2C(=CNC2=CC1)CCNC(=O)C1=CC=C(C=C1)C1=CC(=CC=C1)F (N-(2-(5-chloro-1H-indol-3-yl)ethyl)-3′-fluorobiphenyl-4-carboxamide). Yield: 85.3%. RXN SMILES: [Cl:1][C:2]1[CH:3]=[C:4]2[C:8](=[CH:9][CH:10]=1)[NH:7][CH:6]=[C:5]2[CH2:11][CH2:12][NH:13][C:14](=[O:22])[C:15]1[CH:20]=[CH:19][C:18](I)=[CH:17][CH:16]=1.[F:23][C:24]1[CH:25]=[C:26](B(O)O)[CH:27]=[CH:28][CH:29]=1.C(=O)([O-])[O-].[Na+].[Na+]>C(COC)OC.O.C1C=CC([P]([Pd]([P](C2C=CC=CC=2)(C2C=CC=CC=2)C2C=CC=CC=2)([P](C2C=CC=CC=2)(C2C=CC=CC=2)C2C=CC=CC=2)[P](C2C=CC=CC=2)(C2C=CC=CC=2)C2C=CC=CC=2)(C2C=CC=CC=2)C2C=CC=CC=2)=CC=1>[Cl:1][C:2]1[CH:3]=[C:4]2[C:8](=[CH:9][CH:10]=1)[NH:7][CH:6]=[C:5]2[CH2:11][CH2:12][NH:13][C:14]([C:15]1[CH:20]=[CH:19][C:18]([C:28]2[CH:27]=[CH:26][CH:25]=[C:24]([F:23])[CH:29]=2)=[CH:17][CH:16]=1)=[O:22] |f:2.3.4,^1:49,51,70,89|. Procedure: N-(2-(5-chloro-1H-indol-3-yl)ethyl)-3′-fluorobiphenyl-4-carboxamide was prepared according to method B with N-(2-(5-chloro-1H-indol-3-yl)ethyl)-4-iodobenzamide (0.075 g; 0.176 mmol), 3-fluorophenylboronic acid (0.026 g; 0.180 mmol), tetrakis(triphenylphosphine)palladium (0.010 g; 0.009 mmol), sodium carbonate (0.037 g; 0.353 mmol), in dimethoxyethane (3 mL) and water (1 mL), irradiated in a microwave oven at 130° C. for 15 minutes. Flash chromatography on silica gel (eluent 2 to 20% ethyl acetat... The reactants are CCN=C=NCCCN(C)C, CN(C)c1ccncc1, O=C(O)c1cccc(Oc2ccc3nc(NC(=O)C4CC4)cn3n2)c1, Cl, CC(C)(C#N)c1ccc(N)cc1, c1ccncc1. Yields the product CC(C)(C#N)c1ccc(NC(=O)c2cccc(Oc3ccc4nc(NC(=O)C5CC5)cn4n3)c2)cc1. RXN SMILES: [CH3:39][N:40]([CH3:41])[CH2:42][CH2:43][CH2:44][N:45]=[C:46]=[N:47][CH2:48][CH3:49].[CH3:50][N:51]([CH3:52])[c:53]1[cH:54][cH:55][n:56][cH:57][cH:58]1.[CH:1]1([C:4](=[O:5])[NH:6][c:7]2[n:8][c:9]3[n:10]([n:11][c:12]([O:15][c:16]4[cH:17][c:18]([C:19](=[O:20])[OH:21])[cH:22][cH:23][cH:24]4)[cH:13][cH:14]3)[cH:25]2)[CH2:2][CH2:3]1.[ClH:38].[NH2:26][c:27]1[cH:28][cH:29][c:30]([C:33]([C:34]#[N:35])([CH3:36])[CH3:37])[cH:31][cH:32]1.[cH:59]1[cH:60][cH:61][n:62][cH:63][cH:64]1>>[CH:1]1([C:4](=[O:5])[NH:6][c:7]2[n:8][c:9]3[n:10]([n:11][c:12]([O:15][c:16]4[cH:17][c:18]([C:19](=[O:21])[NH:26][c:27]5[cH:28][cH:29][c:30]([C:33]([C:34]#[N:35])([CH3:36])[CH3:37])[cH:31][cH:32]5)[cH:22][cH:23][cH:24]4)[cH:13][cH:14]3)[cH:25]2)[CH2:2][CH2:3]1. The reactants are N-phthalyl-Phe, C(=O)(C(F)(F)F)O.N[C@@H](CC(C)C)C(=O)O.COC(C(C(CC1CCCCC1)N)O)=O (TFA Leu 3-amino-4-cyclohexyl-2-hydroxy-butanoic acid methyl ester). Run in CO.C(Cl)(Cl)Cl (MeOH CHCl3). Product: COC(C(C(CC1CCCCC1)NC(C(CC(C)C)NC(C(CC1=CC=CC=C1)N1C(C2=CC=CC=C2C1=O)=O)=O)=O)O)=O (Beta-[[2-[[2-(1,3-dihydro-1,3-dioxo-2H-isoindol-2-yl)-1-oxo-3-phenylpropyl]amino]-4-methyl-1-oxopentyl]amino]-alphahydroxycyclohexanebutanoic acid methyl ester), pure compound. Isolated yield 73.0%. Reaction SMILES: [C:1]([OH:7])([C:3](F)(F)F)=O.[NH2:8][C@H:9]([C:14]([OH:16])=O)[CH2:10][CH:11]([CH3:13])[CH3:12].[CH3:17][O:18][C:19](=[O:31])[CH:20]([OH:30])[CH:21]([NH2:29])[CH2:22][CH:23]1[CH2:28][CH2:27][CH2:26][CH2:25][CH2:24]1>CO.C(Cl)(Cl)Cl>[CH3:17][O:18][C:19](=[O:31])[CH:20]([OH:30])[CH:21]([NH:29][C:14](=[O:16])[CH:9]([NH:8][C:14](=[O:16])[CH:9]([N:8]1[C:19](=[O:18])[C:20]2[C:3](=[CH:24][CH:23]=[CH:22][CH:21]=2)[C:1]1=[O:7])[CH2:10][C:11]1[CH:12]=[CH:27][CH:26]=[CH:25][CH:13]=1)[CH2:10][CH:11]([CH3:13])[CH3:12])[CH2:22][CH:23]1[CH2:28][CH2:27][CH2:26][CH2:25][CH2:24]1 |f:0.1.2,3.4|. Procedure details: The title compound was prepared from N-phthalyl-Phe (0.028 g, 95 μmol) and TFA-Leu-3-amino-4-cyclohexyl-2-hydroxy-butanoic acid methyl ester (81.7 μmol) following the procedure of Example 1, second paragraph. Column chromatography (SiO2 gel; 2% MeOH/CHCl3) yielded 0.036 g (73% yield) of pure compound with a diastereomeric ratio of 28:1. The reactants are C(C)NC1=C(C=CC(=C1)OC)C1CC=2C=CC(=CC2CC1)OC(C(C)(C)C)=O (pivalic acid 6-(2-ethylamino-4-methoxyphenyl)-5,6,7,8-tetrahydronaphthalen-2-yl ester), CN1C2CC(CC1CC2)OC2=CC=C(C=O)C=C2 (4-(8-methyl-8-azabicyclo[3.2.1]oct-3-yloxy)benzaldehyde), C(C)(=O)O[BH-](OC(C)=O)OC(C)=O.[Na+] (sodium triacetoxyborohydride), N (ammonia). Solvent: ClCCCl (1,2-dichloroethane), C(C)(=O)O (acetic acid), O1CCCC1 (Tetrahydrofuran). Reaction conditions: time 8 hour. Yields the product C(C)N(C1=C(C=CC(=C1)OC)C1CC=2C=CC(=CC2CC1)OC(C(C)(C)C)=O)CC1=CC=C(C=C1)OC1CC2CCC(C1)N2C (Pivalic acid 6-{2-{ethyl[4-(8-methyl-8-azabicyclo[3.2.1 ]oct-3-yloxy)benzyl]amino}-4-methoxyphenyl}-5,6,7,8-tetrahydronaphthalen-2-yl ester). Isolated yield 55.7%. RXN SMILES: [CH2:1]([NH:3][C:4]1[CH:9]=[C:8]([O:10][CH3:11])[CH:7]=[CH:6][C:5]=1[CH:12]1[CH2:21][CH2:20][C:19]2[CH:18]=[C:17]([O:22][C:23](=[O:28])[C:24]([CH3:27])([CH3:26])[CH3:25])[CH:16]=[CH:15][C:14]=2[CH2:13]1)[CH3:2].[CH3:29][N:30]1[CH:35]2[CH2:36][CH2:37][CH:31]1[CH2:32][CH:33]([O:38][C:39]1[CH:46]=[CH:45][C:42]([CH:43]=O)=[CH:41][CH:40]=1)[CH2:34]2.C(O[BH-](OC(=O)C)OC(=O)C)(=O)C.[Na+].N>ClCCCl.O1CCCC1.C(O)(=O)C>[CH2:1]([N:3]([CH2:43][C:42]1[CH:41]=[CH:40][C:39]([O:38][CH:33]2[CH2:34][CH:35]3[N:30]([CH3:29])[CH:31]([CH2:37][CH2:36]3)[CH2:32]2)=[CH:46][CH:45]=1)[C:4]1[CH:9]=[C:8]([O:10][CH3:11])[CH:7]=[CH:6][C:5]=1[CH:12]1[CH2:21][CH2:20][C:19]2[CH:18]=[C:17]([O:22][C:23](=[O:28])[C:24]([CH3:27])([CH3:26])[CH3:25])[CH:16]=[CH:15][C:14]=2[CH2:13]1)[CH3:2] |f:2.3|. Procedure: To a solution of pivalic acid 6-(2-ethylamino-4-methoxyphenyl)-5,6,7,8-tetrahydronaphthalen-2-yl ester (65 mg) and 4-(8-methyl-8-azabicyclo[3.2.1]oct-3-yloxy)benzaldehyde (65 mg) in 1,2-dichloroethane (2 ml) were sequentially added acetic acid (0.07 ml) and sodium triacetoxyborohydride (120 mg) under a nitrogen atmosphere, and the solution was stirred overnight at room temperature. Tetrahydrofuran and aqueous ammonia were sequentially added thereto followed by stirring, the solution was extracte... The reactants are C(C)(=O)[O-].[K+] (potassium acetate), CC1=CCCC(=CCC1)C (1,5-dimethyl-1,5-cyclooctadiene), CC1=CCCC(=CCC1)C (1,5-dimethyl-1,5-cyclooctadiene), CC1=CCCC=C(CC1)C (1,6-dimethyl-1,5-cyclooctadiene), F (hydrogen fluoride). Solvent: O (water), O1CCCC1 (tetrahydrofuran), CO (methanol). Product: CC12CCCC(CC1)(C2F)C (1,5-dimethyl-8-fluorobicyclo-[3,2,1]octane). The yield is 86.5%. Reaction SMILES: [CH3:1][C:2]1[CH2:9][CH2:8][CH:7]=[C:6]([CH3:10])[CH2:5][CH2:4][CH:3]=1.CC1CCC(C)=CCCC=1.[FH:21].C([O-])(=O)C.[K+]>O1CCCC1.CO.O>[CH3:10][C:6]12[CH:3]([F:21])[C:2]([CH3:1])([CH2:4][CH2:5]1)[CH2:9][CH2:8][CH2:7]2 |f:3.4|. Procedure: A mixture of 13.6 g (0.1 mol) 1,5-dimethyl-1,5-cyclooctadiene and 1,6-dimethyl-1,5-cyclooctadiene (ratio 80/20 was dissolved in a mixture of tetrahydrofuran (15 ml) and methanol (5 ml). The resulting mixture was added dropwise under stirring and cooling to 50 ml anhydrous hydrogen fluoride. The temperature was kept at about -10° C. during the addition (45 min). After the addition, the reaction mixture was stirred for a further period of 15 minutes at 0° C. and then poured into a cooled saturated...